This data is from the Open Reaction Database (ORD), a public repository of structured organic reaction records. The task is: describe an organic reaction: reactants, conditions, products, and yield Starting materials: [Cl-].ClC1=NS[S+]=C1Cl (4,5-dichloro-1,2,3-dithiazol-1-ium chloride), NC1=C(C=C(C(=O)NC2=C(C=C(C=C2C)C(C(F)(F)F)(C(C(F)(F)F)(F)F)F)CC)C=C1)Br (4-amino-3-bromo-N-[2-ethyl-6-methyl-4-(1,1,1,2,3,3,4,4,4-nonafluorobutan-2-yl)phenyl]benzamide), N1=CC=CC=C1 (pyridine). Run in O1CCCC1 (tetrahydrofuran), ClCCl (dichloromethane). Conditions: time 2 hour. Product: BrC=1C=C(C(=O)NC2=C(C=C(C=C2C)C(C(F)(F)F)(C(C(F)(F)F)(F)F)F)CC)C=CC1N=C1C(=NSS1)Cl (3-bromo-4-{[4-chloro-5H-1,2,3-dithiazol-5-ylidene]amino}-N-[2-ethyl-6-methyl-4-(1,1,1,2,3,3,4,4,4-nonafluorobutan-2-yl)phenyl]benzamide). The yield is 85.3%. RXN SMILES: [NH2:1][C:2]1[CH:32]=[CH:31][C:5]([C:6]([NH:8][C:9]2[C:14]([CH3:15])=[CH:13][C:12]([C:16]([F:28])([C:21]([F:27])([F:26])[C:22]([F:25])([F:24])[F:23])[C:17]([F:20])([F:19])[F:18])=[CH:11][C:10]=2[CH2:29][CH3:30])=[O:7])=[CH:4][C:3]=1[Br:33].[Cl-].[Cl:35][C:36]1[C:40](Cl)=[S+:39][S:38][N:37]=1.N1C=CC=CC=1>O1CCCC1.ClCCl>[Br:33][C:3]1[CH:4]=[C:5]([CH:31]=[CH:32][C:2]=1[N:1]=[C:40]1[S:39][S:38][N:37]=[C:36]1[Cl:35])[C:6]([NH:8][C:9]1[C:14]([CH3:15])=[CH:13][C:12]([C:16]([F:28])([C:21]([F:26])([F:27])[C:22]([F:23])([F:24])[F:25])[C:17]([F:19])([F:20])[F:18])=[CH:11][C:10]=1[CH2:29][CH3:30])=[O:7] |f:1.2|. Reported procedure: 4-amino-3-bromo-N-[2-ethyl-6-methyl-4-(1,1,1,2,3,3,4,4,4-nonafluorobutan-2-yl)phenyl]benzamide (0.254 g) was dissolved in tetrahydrofuran (20 ml). To the mixture was added 4,5-dichloro-1,2,3-dithiazol-1-ium chloride (0.106 g), and stirred at room temperature for 2 hours. To the reaction mixture was added pyridine (0.091 g) in dichloromethane, and stirred at room temperature for 1 hour. The solvent was removed under reduced pressure. To the residue was added water and extracted twice with ethyl a...